This data is from the Open Reaction Database (ORD), a public repository of structured organic reaction records. The task is: describe an organic reaction: reactants, conditions, products, and yield Reactants: ClCC=1OC=2C(N1)=C(C=CC2)C(=O)OC (methyl 2-(chloromethyl)benzoxazole-4-carboxylate), N1CCOCC1 (morpholine). The solvent is CN(C)C=O (DMF). Reaction conditions: time 16 hour. Product: O1CCN(CC1)CC=1OC=2C(N1)=C(C=CC2)C(=O)OC (methyl 2-(morpholinomethyl)benzoxazole-4-carboxylate). Isolated yield 97.2%. RXN SMILES: Cl[CH2:2][C:3]1[O:4][C:5]2[C:6](=[C:8]([C:12]([O:14][CH3:15])=[O:13])[CH:9]=[CH:10][CH:11]=2)[N:7]=1.[NH:16]1[CH2:21][CH2:20][O:19][CH2:18][CH2:17]1>CN(C=O)C>[O:19]1[CH2:20][CH2:21][N:16]([CH2:2][C:3]2[O:4][C:5]3[C:6](=[C:8]([C:12]([O:14][CH3:15])=[O:13])[CH:9]=[CH:10][CH:11]=3)[N:7]=2)[CH2:17][CH2:18]1. Procedure: A mixture of the product from Step B (281 mg, 1.24 mmol) and morpholine (2.0 mL, 23 mmol) in DMF (10 mL) was stirred at ambient temperature for 16 h. The solvent was removed under reduced pressure and the residue was treated with ethyl acetate (10 mL). The formed precipitate was filtered off and mother liquor was concentrated under reduced pressure to afford methyl 2-(morpholinomethyl)benzoxazole-4-carboxylate (333 mg, 97%) as a yellow solid: 1H NMR (300 MHz, CDCl3) δ 8.01 (dd, J=9.0, 1.0 Hz, 1H... Starting materials: C(=O)(OC(C)(C)C)N1CCNCC1 (1-BOC-piperazine), C(C)(C)N(CC)C(C)C (diisopropylethylamine), CC(C)S(=O)(=O)Cl (Propane-2-sulfonyl chloride). The solvent is C(Cl)Cl (methylene chloride), C(Cl)Cl (methylene chloride). Run at time 8 hour. The product is CC(C)S(=O)(=O)N1CCNCC1 (1-(propane-2-sulfonyl)-piperazine). RXN SMILES: C([N:8]1[CH2:13][CH2:12][NH:11][CH2:10][CH2:9]1)(OC(C)(C)C)=O.C(N(C(C)C)CC)(C)C.[CH3:23][CH:24]([S:26](Cl)(=[O:28])=[O:27])[CH3:25]>C(Cl)Cl>[CH3:23][CH:24]([S:26]([N:8]1[CH2:9][CH2:10][NH:11][CH2:12][CH2:13]1)(=[O:28])=[O:27])[CH3:25]. Reported procedure: A solution of 1-BOC-piperazine (0.617 mmol) and diisopropylethylamine (0.679 mmol) in 0.5 mL of methylene chloride was added to a 4 mL vial. Propane-2-sulfonyl chloride (0.679 mmol) was added to the vial, and the reaction mixture was shaken overnight at room temperature. When the reaction was complete, it was diluted with 1.5 mL of methylene chloride and extracted with 1 mL of 1N solution of hydrogen chloride followed by 1 mL of 10% potassium carbonate solution. The organic layer was concentrate... Reactants: FC1=CC=C(C=C1)C=1OC=C(N1)C(CN)(C)C (2-(2-(4-fluorophenyl)oxazol-4-yl)-2-methylpropan-1-amine), FC(C(=O)C1=CC(=CS1)C=1C=C(C(=O)O)C=CC1)(F)F (3-(5-(2,2,2-trifluoroacetyl)thiophen-3-yl)benzoic acid). Product: FC1=CC=C(C=C1)C=1OC=C(N1)C(CNC(C1=CC(=CC=C1)C1=CSC(=C1)C(C(F)(F)F)=O)=O)(C)C (N-(2-(2-(4-Fluorophenyl)oxazol-4-yl)-2-methylpropyl)-3-(5-(2,2,2-trifluoroacetyl)thiophen-3-yl)benzamide). Isolated yield 17.0%. Reaction SMILES: [F:1][C:2]1[CH:7]=[CH:6][C:5]([C:8]2[O:9][CH:10]=[C:11]([C:13]([CH3:17])([CH3:16])[CH2:14][NH2:15])[N:12]=2)=[CH:4][CH:3]=1.[F:18][C:19]([F:37])([F:36])[C:20]([C:22]1[S:26][CH:25]=[C:24]([C:27]2[CH:28]=[C:29]([CH:33]=[CH:34][CH:35]=2)[C:30](O)=[O:31])[CH:23]=1)=[O:21]>>[F:1][C:2]1[CH:3]=[CH:4][C:5]([C:8]2[O:9][CH:10]=[C:11]([C:13]([CH3:17])([CH3:16])[CH2:14][NH:15][C:30](=[O:31])[C:29]3[CH:33]=[CH:34][CH:35]=[C:27]([C:24]4[CH:23]=[C:22]([C:20](=[O:21])[C:19]([F:18])([F:36])[F:37])[S:26][CH:25]=4)[CH:28]=3)[N:12]=2)=[CH:6][CH:7]=1. Procedure: This compound was synthesized from 2-(2-(4-fluorophenyl)oxazol-4-yl)-2-methylpropan-1-amine and 3-(5-(2,2,2-trifluoroacetyl)thiophen-3-yl)benzoic acid as described in example 8 step 6 (30 mg, yield 17%). 1H NMR (400 MHz, DMSO-d6) δ 8.67 (d, J=1.2 Hz, 1H), 8.43 (m, 1H), 8.16-8.12 (m, 2H), 8.00-7.97 (dd, J=9.0 Hz, 5.3 Hz, 2H), 7.92-7.90 (m, 2H), 7.84-7.82 (m, 1H), 7.57-7.53 (t, J=7.8 Hz, 1H), 7.30-7.25 (t, J=9.0 Hz, 2H), 3.56 (d, J=6.4 Hz, 2H), 1.34 (s, 6H). MS (ESI) m/z: Calculated for C26H20F4N2... Starting materials: NS(=O)(=O)C=1C=C2CC(NC2=CC1)=O (5-aminosulfonyl-2-oxindole), CC1=C(NC2=CC=CC=C12)C=O (3-methylindole-2-carbaldehyde), N1CCCCC1 (piperidine). Run in C(C)O (ethanol). Conditions: time 8 hour. Yields the product CC1=C(NC2=CC=CC=C12)C=C1C(NC2=CC=C(C=C12)S(=O)(=O)N)=O (3-(3-methyl-1H-indol-2-ylmethylene)-2-oxo-2,3-dihydro-1H-indole-5-sulfonic acid amide). The yield is 70.8%. As a reaction SMILES: [NH2:1][S:2]([C:5]1[CH:6]=[C:7]2[C:11](=[CH:12][CH:13]=1)[NH:10][C:9](=[O:14])[CH2:8]2)(=[O:4])=[O:3].[CH3:15][C:16]1[C:24]2[C:19](=[CH:20][CH:21]=[CH:22][CH:23]=2)[NH:18][C:17]=1[CH:25]=O.N1CCCCC1>C(O)C>[CH3:15][C:16]1[C:24]2[C:19](=[CH:20][CH:21]=[CH:22][CH:23]=2)[NH:18][C:17]=1[CH:25]=[C:8]1[C:7]2[C:11](=[CH:12][CH:13]=[C:5]([S:2]([NH2:1])(=[O:4])=[O:3])[CH:6]=2)[NH:10][C:9]1=[O:14]. Reported procedure: A mixture of 5-aminosulfonyl-2-oxindole (84 mg), 3-methylindole-2-carbaldehyde (56 mg) (prepared according to Synthetic Communications, 1986, 16, 1799) and piperidine (30 mg) in ethanol (1 mL) was held in a sealed tube at 90° C. overnight. The mixture was cooled to room temperature. The solid was collected by vacuum filtration, washed with cold ethanol and dried in a vacuum oven to give 88 mg (71% yield) of 3-(3-methyl-1H-indol-2-ylmethylene)-2-oxo-2,3-dihydro-1H-indole-5-sulfonic acid amide. The reactants are C(C)(C)(C)OC(=O)N1CCC(CC1)C=1N(C=C(N1)C1=CC(=C(C=C1)F)C(F)(F)F)CCN(C)C (4-(1-(2-(dimethylamino)ethyl)-4-(4-fluoro-3-(trifluoromethyl)phenyl)-1H-imidazol-2-yl)piperidine-1-carboxylic acid tert-butyl ester), Cl (hydrogen chloride), CO (methanol), C(Cl)Cl (DCM), solution. Reaction conditions: time 3 hour. The product is Cl.Cl.FC1=C(C=C(C=C1)C=1N=C(N(C1)CCN(C)C)C1CCNCC1)C(F)(F)F (2-(4-(4-Fluoro-3-(trifluoromethyl)phenyl)-2-(piperidin-4-yl)-1H-imidazol-1-yl)-N,N-dimethylethanamine dihydrochloride). The yield is 98.4%. As a reaction SMILES: C(OC([N:8]1[CH2:13][CH2:12][CH:11]([C:14]2[N:15]([CH2:30][CH2:31][N:32]([CH3:34])[CH3:33])[CH:16]=[C:17]([C:19]3[CH:24]=[CH:23][C:22]([F:25])=[C:21]([C:26]([F:29])([F:28])[F:27])[CH:20]=3)[N:18]=2)[CH2:10][CH2:9]1)=O)(C)(C)C.C(Cl)[Cl:36].[ClH:38].CO>>[ClH:36].[ClH:38].[F:25][C:22]1[CH:23]=[CH:24][C:19]([C:17]2[N:18]=[C:14]([CH:11]3[CH2:12][CH2:13][NH:8][CH2:9][CH2:10]3)[N:15]([CH2:30][CH2:31][N:32]([CH3:34])[CH3:33])[CH:16]=2)=[CH:20][C:21]=1[C:26]([F:27])([F:28])[F:29] |f:4.5.6|. Procedure details: Combine a solution of 4-(1-(2-(dimethylamino)ethyl)-4-(4-fluoro-3-(trifluoromethyl)phenyl)-1H-imidazol-2-yl)piperidine-1-carboxylic acid tert-butyl ester (28.00 g; 1.00 equiv; 57.79 mmol) in DCM (280.00 mL; 4.37 mol) with a 4 M solution of hydrogen chloride in methanol (50.56 mL; 3.50 equiv; 202.25 mmol). Stir the green suspension at RT for 3 h. Evaporate the solvent, and add EA (100 mL) and evaporate again. Add EA (200 mL) and stir the suspension for 30 m. Filter on a glass fritted funnel to ob... Starting materials: BrC=1SC2=C(N1)CC(CC2=O)C (2-bromo-5-methyl-5,6-dihydrobenzo[d]thiazol-7(4H)-one), C1CC(=O)N(C1=O)Br (NBS), C(C1=CC=CC=C1)(=O)OOC(C1=CC=CC=C1)=O (dibenzoyl peroxide), C1CCC2=NCCCN2CC1 (DBU), Cl (HCl). The solvent is C(Cl)(Cl)(Cl)Cl (CCl4), C(Cl)Cl (CH2Cl2). Reaction conditions: temperature 90 celsius. Yields the product BrC=1SC2=C(N1)C=C(C=C2O)C (2-bromo-5-methylbenzo[d]thiazol-7-ol). Isolated yield 71.0%. As a reaction SMILES: [Br:1][C:2]1[S:3][C:4]2[C:10](=[O:11])[CH2:9][CH:8]([CH3:12])[CH2:7][C:5]=2[N:6]=1.C1C(=O)N(Br)C(=O)C1.C(OOC(=O)C1C=CC=CC=1)(=O)C1C=CC=CC=1.C1CCN2C(=NCCC2)CC1.Cl>C(Cl)(Cl)(Cl)Cl.C(Cl)Cl>[Br:1][C:2]1[S:3][C:4]2[C:10]([OH:11])=[CH:9][C:8]([CH3:12])=[CH:7][C:5]=2[N:6]=1. Procedure: To a solution of 26 (7.38 g, 30.0 mmol) in CCl4 (90 mL) was added NBS (5.61 g, 31.5 mmol) and dibenzoyl peroxide (727 mg, 3.0 mmol). The reaction was heated at 90° C. in a sealed reaction vessel for about 4 h. Then DBU (6.73 mL, 45.0 mmol) in CH2Cl2 (15 mL) was added. The mixture was heated a reflux for 30 min, then a 1 M HCl solution was added. The layers were separated, and the aqueous layer was extracted with CH2Cl2. The combined organic layers were washed with a brine solution. The organic l...